From a dataset of the Open Reaction Database (ORD), a public repository of structured organic reaction records. describe an organic reaction: reactants, conditions, products, and yield The product is CS(=O)(=O)c1ccc(-c2c(-c3ccc(F)cc3)c(C(F)(F)F)nn2-c2ccccc2)cc1. The reactants are CC(=O)O, CSc1ccc(-c2c(-c3ccc(F)cc3)c(C(F)(F)F)nn2-c2ccccc2)cc1, O, OO. Reaction SMILES: [CH3:31][C:32]([OH:33])=[O:34].[F:1][c:2]1[cH:3][cH:4][c:5](-[c:8]2[c:9]([C:27]([F:28])([F:29])[F:30])[n:10][n:11](-[c:21]3[cH:22][cH:23][cH:24][cH:25][cH:26]3)[c:12]2-[c:13]2[cH:14][cH:15][c:16]([S:19][CH3:20])[cH:17][cH:18]2)[cH:6][cH:7]1.[OH2:37].[OH:35][OH:36]>>[F:1][c:2]1[cH:3][cH:4][c:5](-[c:8]2[c:9]([C:27]([F:28])([F:29])[F:30])[n:10][n:11](-[c:21]3[cH:22][cH:23][cH:24][cH:25][cH:26]3)[c:12]2-[c:13]2[cH:14][cH:15][c:16]([S:19]([CH3:20])(=[O:33])=[O:37])[cH:17][cH:18]2)[cH:6][cH:7]1.